Dataset: the Open Reaction Database (ORD), a public repository of structured organic reaction records. Task: describe an organic reaction: reactants, conditions, products, and yield Starting materials: CC(C)CC(NC(c1ccc(Br)cc1)C(F)(F)C(F)(F)F)C(=O)NCC#N, O=C([O-])[O-], [Na+], [Na+], CN(C)C=O, OB(O)c1ccncc1. Product: CC(C)CC(NC(c1ccc(-c2ccncc2)cc1)C(F)(F)C(F)(F)F)C(=O)NCC#N. RXN SMILES: [Br:1][c:2]1[cH:3][cH:4][c:5]([CH:8]([C:9]([C:10]([F:11])([F:12])[F:13])([F:14])[F:15])[NH:16][CH:17]([CH2:18][CH:19]([CH3:20])[CH3:21])[C:22](=[O:23])[NH:24][CH2:25][C:26]#[N:27])[cH:6][cH:7]1.[C:37](=[O:38])([O-:39])[O-:40].[Na+:41].[Na+:42].[O:43]=[CH:44][N:45]([CH3:46])[CH3:47].[n:28]1[cH:29][cH:30][c:31]([B:34]([OH:35])[OH:36])[cH:32][cH:33]1>>[c:2]1(-[c:31]2[cH:30][cH:29][n:28][cH:33][cH:32]2)[cH:3][cH:4][c:5]([CH:8]([C:9]([C:10]([F:11])([F:12])[F:13])([F:14])[F:15])[NH:16][CH:17]([CH2:18][CH:19]([CH3:20])[CH3:21])[C:22](=[O:23])[NH:24][CH2:25][C:26]#[N:27])[cH:6][cH:7]1.